From a dataset of the Open Reaction Database (ORD), a public repository of structured organic reaction records. describe an organic reaction: reactants, conditions, products, and yield Reactants: C(#C)C1=CC2=C(C(=NC=3C=CNC(C23)=O)NC(C(C)(C)C)C)C=C1 (9-ethynyl-6-[(1,2,2-trimethylpropyl)amino]benzo[c]-1,6-naphthyridin-1(2H)-one), C(C1=CC=CC=C1)N=[N+]=[N-] (Bn—N3). Reagents/catalysts: [Cu]I (CuI). The solvent is CN(C)C=O.CO (DMF MeOH). Run at temperature 100 celsius, time 8 hour. Product: C(C1=CC=CC=C1)N1N=NC(=C1)C1=CC2=C(C(=NC=3C=CNC(C23)=O)NC(C(C)(C)C)C)C=C1 (9-(1-benzyl-1H-1,2,3-triazol-4-yl)-6-[(1,2,2-trimethylpropyl)amino]benzo[c]-1,6-naphthyridin-1(2H)-one). RXN SMILES: [C:1]([C:3]1[CH:24]=[CH:23][C:6]2[C:7]([NH:16][CH:17]([CH3:22])[C:18]([CH3:21])([CH3:20])[CH3:19])=[N:8][C:9]3[CH:10]=[CH:11][NH:12][C:13](=[O:15])[C:14]=3[C:5]=2[CH:4]=1)#[CH:2].[CH2:25]([N:32]=[N+:33]=[N-:34])[C:26]1[CH:31]=[CH:30][CH:29]=[CH:28][CH:27]=1>CN(C=O)C.CO.[Cu]I>[CH2:25]([N:32]1[CH:2]=[C:1]([C:3]2[CH:24]=[CH:23][C:6]3[C:7]([NH:16][CH:17]([CH3:22])[C:18]([CH3:20])([CH3:19])[CH3:21])=[N:8][C:9]4[CH:10]=[CH:11][NH:12][C:13](=[O:15])[C:14]=4[C:5]=3[CH:4]=2)[N:34]=[N:33]1)[C:26]1[CH:31]=[CH:30][CH:29]=[CH:28][CH:27]=1 |f:2.3|. Procedure details: 9-ethynyl-6-[(1,2,2-trimethylpropyl)amino]benzo[c]-1,6-naphthyridin-1(2H)-one (150 mg, 0.47 mmol) was dissolved in DMF/MeOH (2 mL) in a sealed tube. To the solution was added CuI (5.0 mg, 0.020 mmol) and Bn—N3 (310 mg, 2.4 mmol) under an argon atmosphere. The mixture was stirred at 100° C. for 8 h, then the resulting solution was filtered and purified by reverse phase HPLC to afford 9-(1-benzyl-1H-1,2,3-triazol-4-yl)-6-[(1,2,2-trimethylpropyl)amino]benzo[c]-1,6-naphthyridin-1(2H)-one. 1H NMR (40...